Dataset: the Open Reaction Database (ORD), a public repository of structured organic reaction records. Task: describe an organic reaction: reactants, conditions, products, and yield Reactants: C1(=CC=C(C=C1)N=C=O)C (p-Tolylisocyanate), 2,2,2-diazabicyclo-octane, [N-]=C=O (isocyanate), C1(=CC=CC=C1)P1(C=C(CC1)C)=O (1-phenyl-3-methyl-phospholene-1-oxide), solution, [N-]=C=O (isocyanate), ClC(=C(Cl)Cl)Cl (perchloroethylene). Reaction conditions: time 8 hour. The product is 96.2, C1(=CC=C(C=C1)N=C=NC1=CC=C(C=C1)C)C (di-p-tolylcarbodiimide). Isolated yield 77.0%. RXN SMILES: [C:1]1([CH3:10])[CH:6]=[CH:5][C:4]([N:7]=[C:8]=O)=[CH:3][CH:2]=1.[N-:11]=[C:12]=O.C1(P2(=O)[CH2:24][CH2:23][C:22]([CH3:25])=[CH:21]2)C=CC=CC=1.Cl[C:28](Cl)=C(Cl)Cl>>[C:1]1([CH3:10])[CH:6]=[CH:5][C:4]([N:7]=[C:8]=[N:11][C:12]2[CH:24]=[CH:23][C:22]([CH3:25])=[CH:21][CH:28]=2)=[CH:3][CH:2]=1. Procedure details: p-Tolylisocyanate (150 parts) was stirred under a nitrogen atmosphere at 115° C with 2,2,2-diazabicyclo-octane equivalent to the acidity of the isocyanate (0.14 parts) and 1-phenyl-3-methyl-phospholene-1-oxide (0.75 parts of a 0.1% solution in perchloroethylene) an amount of 5 ppm on the isocyanate. After 8 hours, examination by infra-red showed all isocyanate groups to have disappeared. The red-brown single phase liquid was distilled in vacuo to give 96.2 parts (77% of theory) of di-p-tolylcarb... The reactants are OCCOC(COC1=CC=C(C=C1)[N+](=O)[O-])=O ((4-Nitrophenoxy)-acetic acid-2-hydroxy-ethyl ester), [N+](=O)([O-])C1=CC=C(OC(C(=O)O)C)C=C1 (2-(4-Nitrophenoxy)-propionic acid), C1(CCCCC1)N=C=NC1CCCCC1 (1,3-dicyclohexyl carbodiimide). Solvent: ClCCl (dichloromethane), ClCCl (dichloromethane). Conditions: time 12 hour. Product: [N+](=O)([O-])C1=CC=C(OCC(=O)OCCOC(C(C)OC2=CC=C(C=C2)[N+](=O)[O-])=O)C=C1 (2-(4-Nitrophenoxy)-propionic acid 2-[2-(4-nitrophenoxy)-acetoxy]-ethyl ester). Isolated yield 29.8%. As a reaction SMILES: [OH:1][CH2:2][CH2:3][O:4][C:5](=[O:17])[CH2:6][O:7][C:8]1[CH:13]=[CH:12][C:11]([N+:14]([O-:16])=[O:15])=[CH:10][CH:9]=1.[N+:18]([C:21]1[CH:32]=[CH:31][C:24]([O:25][CH:26]([CH3:30])[C:27](O)=[O:28])=[CH:23][CH:22]=1)([O-:20])=[O:19].C1(N=C=NC2CCCCC2)CCCCC1>ClCCl>[N+:14]([C:11]1[CH:12]=[CH:13][C:8]([O:7][CH2:6][C:5]([O:4][CH2:3][CH2:2][O:1][C:27](=[O:28])[CH:26]([O:25][C:24]2[CH:23]=[CH:22][C:21]([N+:18]([O-:20])=[O:19])=[CH:32][CH:31]=2)[CH3:30])=[O:17])=[CH:9][CH:10]=1)([O-:16])=[O:15]. Reported procedure: To a mixture of [4-nitrophenoxy]-acetic acid-2-hydroxyethyl ester 23 (100 grams, 410 mmol) and 2-(4-nitrophenoxy)-propionic acid 29 (95 g, 450 mmol ) in anhydrous dichloromethane (1000 ml) under nitrogen atmosphere was added dropwise a solution of 1,3-dicyclohexyl carbodiimide (240 g, 1160 mmol) in anhydrous dichloromethane (600 ml). The reaction mixture was stirred at room temperature for 12 hrs. The solids were filtered off and dichloromethane distilled off to get crude 38. The crude 38 was pu... The reactants are CCN, C1CCOC1, FC(F)(F)C1(CNc2cccc3c2cnn3-c2ccccc2)CO1. Yields the product CCNCC(O)(CNc1cccc2c1cnn2-c1ccccc1)C(F)(F)F. As a reaction SMILES: [CH3:25][CH2:26][NH2:27].[O:28]1[CH2:29][CH2:30][CH2:31][CH2:32]1.[c:1]1(-[n:7]2[n:8][cH:9][c:10]3[c:11]([NH:16][CH2:17][C:18]4([C:21]([F:22])([F:23])[F:24])[O:19][CH2:20]4)[cH:12][cH:13][cH:14][c:15]23)[cH:2][cH:3][cH:4][cH:5][cH:6]1>>[c:1]1(-[n:7]2[n:8][cH:9][c:10]3[c:11]([NH:16][CH2:17][C:18]([OH:19])([CH2:20][NH:27][CH2:26][CH3:25])[C:21]([F:22])([F:23])[F:24])[cH:12][cH:13][cH:14][c:15]23)[cH:2][cH:3][cH:4][cH:5][cH:6]1. Reactants: Fc1ccc2c(c1)CN(Cc1ccccc1)C2, CC(C)=O, CCO, Cl, [H][H], [OH-], [OH-], [Pd+2]. Yields the product Cl, Fc1ccc2c(c1)CNC2. Reaction SMILES: [CH2:1]([c:2]1[cH:3][cH:4][cH:5][cH:6][cH:7]1)[N:8]1[CH2:9][c:10]2[cH:11][cH:12][c:13]([F:17])[cH:14][c:15]2[CH2:16]1.[CH3:20][C:21](=[O:22])[CH3:23].[CH3:25][CH2:26][OH:27].[ClH:24].[H:18][H:19].[OH-:28].[OH-:30].[Pd+2:29]>>[ClH:24].[NH:8]1[CH2:9][c:10]2[cH:11][cH:12][c:13]([F:17])[cH:14][c:15]2[CH2:16]1.